This data is from the Open Reaction Database (ORD), a public repository of structured organic reaction records. The task is: describe an organic reaction: reactants, conditions, products, and yield The reactants are N(=[N+]=[N-])CC=1N=C2C=CC=CC2=C2C=CC=CC12 (6-(Azidomethyl)phenanthridine). Reagents/catalysts: [Pd] (palladium on carbon). Solvent: CO (MeOH). Reaction conditions: time 3.5 hour. Yields the product C1=CC=CC2=NC(=C3C=CC=CC3=C12)CN (Phenanthridin-6-ylmethanamine). Reaction SMILES: [N:1]([CH2:4][C:5]1[N:6]=[C:7]2[C:12](=[C:13]3[C:18]=1[CH:17]=[CH:16][CH:15]=[CH:14]3)[CH:11]=[CH:10][CH:9]=[CH:8]2)=[N+]=[N-]>[Pd].CO>[CH:11]1[C:12]2[C:7](=[N:6][C:5]([CH2:4][NH2:1])=[C:18]3[C:13]=2[CH:14]=[CH:15][CH:16]=[CH:17]3)[CH:8]=[CH:9][CH:10]=1. Procedure details: Activated palladium on carbon (10% w/w, 26 mg) was added to a solution of the azide 7 (258 mg, 1.10 mmol) in MeOH (40 mL). The reaction flask was purged thrice with H2 (g), pressurized to 4 bar with H2 (g), and mechanically shaken in a Parr hydrogenator for 3.5 hours. The reaction mixture was filtered. The filtrate was concentrated under reduced pressure to yield amine 8 as a yellow oil that was used immediately in the next step without further purification. The reactants are CCC(C(=O)O)C1CCc2cc(OC)ccc21, CI, [Na+], O=C([O-])O, CN(C)C=O, O. Yields the product CCC(C(=O)OC)C1CCc2cc(OC)ccc21. Reaction SMILES: [CH3:1][O:2][c:3]1[cH:4][c:5]2[c:9]([cH:10][cH:11]1)[CH:8]([CH:12]([C:13](=[O:14])[OH:15])[CH2:16][CH3:17])[CH2:7][CH2:6]2.[CH3:23][I:24].[Na+:22].[O-:18][C:19]([OH:20])=[O:21].[O:26]=[CH:27][N:28]([CH3:29])[CH3:30].[OH2:25]>>[CH3:1][O:2][c:3]1[cH:4][c:5]2[c:9]([cH:10][cH:11]1)[CH:8]([CH:12]([C:13](=[O:14])[O:15][CH3:19])[CH2:16][CH3:17])[CH2:7][CH2:6]2. Reactants: C[C@@]1(NC(OC1)=O)C1=CC2=CC=C(C(=C2C=C1)C(F)(F)F)OC1CCC2(CC1)CCCCC2 ((4R)-4-methyl-4-(6-(spiro[5.5]undecan-3-yloxy)-5-(trifluoromethyl)naphthalen-2-yl)oxazolidin-2-one), [OH-].[Li+] (lithium hydroxide), C(C)O (ethanol), O (water). Yields the product N[C@](CO)(C)C1=CC2=CC=C(C(=C2C=C1)C(F)(F)F)OC1CCC2(CC1)CCCCC2 ((2R)-2-amino-2-(6-(spiro[5.5]undecan-3-yloxy)-5-(trifluoromethyl)naphthalen-2-yl)propan-1-ol). Yield: 66.3%. RXN SMILES: [CH3:1][C@@:2]1([C:8]2[CH:17]=[CH:16][C:15]3[C:10](=[CH:11][CH:12]=[C:13]([O:22][CH:23]4[CH2:28][CH2:27][C:26]5([CH2:33][CH2:32][CH2:31][CH2:30][CH2:29]5)[CH2:25][CH2:24]4)[C:14]=3[C:18]([F:21])([F:20])[F:19])[CH:9]=2)[CH2:6][O:5]C(=O)[NH:3]1.[OH-].[Li+].C(O)C.O>>[NH2:3][C@@:2]([C:8]1[CH:17]=[CH:16][C:15]2[C:10](=[CH:11][CH:12]=[C:13]([O:22][CH:23]3[CH2:28][CH2:27][C:26]4([CH2:33][CH2:32][CH2:31][CH2:30][CH2:29]4)[CH2:25][CH2:24]3)[C:14]=2[C:18]([F:20])([F:21])[F:19])[CH:9]=1)([CH3:1])[CH2:6][OH:5] |f:1.2|. Procedure details: The mixture of (4R)-4-methyl-4-(6-(spiro[5.5]undecan-3-yloxy)-5-(trifluoromethyl)naphthalen-2-yl)oxazolidin-2-one (62.5 mg, 0.000135 mol) and lithium hydroxide (36 mg, 0.0015 mol) in ethanol (2 mL, 0.04 mol) and water (0.7 mL, 0.04 mol) was heated to reflux for overnight. The solvent was removed under vacuum and the residue was partitioned between water/CH2Cl2. The aqueous was extensively extracted with CH2Cl2. And the combined organic phase was dried over Na2SO4. The concentrated residue was ta...